This data is from the Open Reaction Database (ORD), a public repository of structured organic reaction records. The task is: describe an organic reaction: reactants, conditions, products, and yield Starting materials: O=C([O-])[O-], CO, Cc1nc(O)nn1-c1ccc(Cl)c(Cl)c1, ClCCN1CCCCC1, Cl, [K+], [K+], O. The product is Cc1nc(OCCN2CCCCC2)nn1-c1ccc(Cl)c(Cl)c1. As a reaction SMILES: [C:16](=[O:17])([O-:18])[O-:19].[CH3:32][OH:33].[Cl:1][c:2]1[cH:3][c:4](-[n:9]2[n:10][c:11]([OH:15])[n:12][c:13]2[CH3:14])[cH:5][cH:6][c:7]1[Cl:8].[Cl:23][CH2:24][CH2:25][N:26]1[CH2:27][CH2:28][CH2:29][CH2:30][CH2:31]1.[ClH:22].[K+:20].[K+:21].[OH2:34]>>[Cl:1][c:2]1[cH:3][c:4](-[n:9]2[n:10][c:11]([O:15][CH2:24][CH2:25][N:26]3[CH2:27][CH2:28][CH2:29][CH2:30][CH2:31]3)[n:12][c:13]2[CH3:14])[cH:5][cH:6][c:7]1[Cl:8]. The reactants are OC1=CC=NN1C1=NC=CC(=C1)C#N (2-(5-hydroxy-1H-pyrazol-1-yl)pyridine-4-carbonitrile), ClC1=C(C=CC(=C1)Cl)CO ((2,4-dichlorophenyl)methanol). The product is ClC1=C(C=CC(=C1)Cl)COC1=CC=NN1C1=NC=CC(=C1)C#N (2-[5-[(2,4-dichlorophenyl)methoxy]pyrazol-1-yl]pyridine-4-carbonitrile). As a reaction SMILES: [OH:1][C:2]1[N:6]([C:7]2[CH:12]=[C:11]([C:13]#[N:14])[CH:10]=[CH:9][N:8]=2)[N:5]=[CH:4][CH:3]=1.[Cl:15][C:16]1[CH:21]=[C:20]([Cl:22])[CH:19]=[CH:18][C:17]=1[CH2:23]O>>[Cl:15][C:16]1[CH:21]=[C:20]([Cl:22])[CH:19]=[CH:18][C:17]=1[CH2:23][O:1][C:2]1[N:6]([C:7]2[CH:12]=[C:11]([C:13]#[N:14])[CH:10]=[CH:9][N:8]=2)[N:5]=[CH:4][CH:3]=1. Procedure: The title compound was prepared from 2-(5-hydroxy-1H-pyrazol-1-yl)pyridine-4-carbonitrile and (2,4-dichlorophenyl)methanol according to the procedure for the preparation of Example 39, part C. 1H NMR (400 MHz, CDCl3): δ 5.29 (2H, s), 5.79 (1H, d, J=1.6 Hz), 7.29-7.32 (1H, m), 7.42 (1H, dd, J=1.2, 5.2 Hz), 7.45 (1H, d, J=2.4 Hz), 7.53 (1H, d, J=8.4 Hz), 7.59 (1H, d, J=1.6 Hz), 8.06 (1H, s), 8.71 (1H, d, J=4.8 Hz). [M+H] Calc'd for C16H10C12N4O, 345. Found, 345. Reactants: P(=O)(Cl)(Cl)Cl (phosphoryl chloride), ClC=1C=C2C(NC3=C(CN2C1)C=C(C=C3)Cl)=O (2,7-dichloro-5,10-dihydro-11H-pyrrolo[2,1-c][1,4]benzodiazepin-11-one). The product is ClC=1C=C2C(=NC3=C(CN2C1)C=C(C=C3)Cl)Cl (2,7,11-trichloro-5H-pyrrolo[2,1-c][1,4]benzodiazepine). As a reaction SMILES: P(Cl)(Cl)([Cl:3])=O.[Cl:6][C:7]1[CH:8]=[C:9]2[N:15]([CH:16]=1)[CH2:14][C:13]1[CH:17]=[C:18]([Cl:21])[CH:19]=[CH:20][C:12]=1[NH:11][C:10]2=O>C(Cl)(Cl)Cl>[Cl:6][C:7]1[CH:8]=[C:9]2[N:15]([CH:16]=1)[CH2:14][C:13]1[CH:17]=[C:18]([Cl:21])[CH:19]=[CH:20][C:12]=1[N:11]=[C:10]2[Cl:3]. Run at temperature 50 celsius, time 8 hour. The solvent is C(Cl)(Cl)Cl (chloroform). Procedure: Add phosphoryl chloride (5 equiv; 4.36 mL, 7.19 g, 46.89 mmoles) to 2,7-dichloro-5,10-dihydro-11H-pyrrolo[2,1-c][1,4]benzodiazepin-11-one (1 equiv; 2.505 g, 9.38 mmoles) in chloroform (80 mL) and heat and stir at 50° C. overnight. Decant the reaction solution and evaporate in vacuo to an oil. Dissolve the oil in DCM, wash with saturated aqueous sodium hydrogen carbonate solution. Dry the DCM solution over Na2SO4, filter and concentrate to dryness to give 2,7,11-trichloro-5H-pyrrolo[2,1-c][1,4]be... Starting materials: C(C=1C(N)=CC=CC1)(=O)OC (methyl anthranilate), CC(C)(C)C=1C(C(=CC(C1)=O)C(C)(C)C)=O (2,6-bis(1,1-dimethylethyl)-p-benzoquinone), N1=CC=CC=C1 (pyridine). The reagents and catalysts are [Ti](Cl)(Cl)(Cl)Cl (Titanium tetrachloride), Cl[Ti](Cl)(Cl)Cl.N1=CC=CC=C1 (TiCl4 pyridine). Solvent: C1CCOC1 (THF), C(Cl)Cl (CH2Cl2). Run at time 30 minute. The product is COC(C1=C(C=CC=C1)NC1=CC(=C(C(=C1)C(C)(C)C)O)C(C)(C)C)=O (2-[[(3,5-bis(1,1-dimethylethyl)-4-hydroxyphenyl)]amino]benzoic acid methyl ester). Reaction SMILES: N1C=CC=CC=1.[C:7]([O:16][CH3:17])(=[O:15])[C:8]1[C:9](=[CH:11][CH:12]=[CH:13][CH:14]=1)[NH2:10].[CH3:18][C:19]([C:22]1[C:23](=[O:33])[C:24]([C:29]([CH3:32])([CH3:31])[CH3:30])=[CH:25][C:26](=O)[CH:27]=1)([CH3:21])[CH3:20]>C(Cl)Cl.C1COCC1.[Ti](Cl)(Cl)(Cl)Cl.Cl[Ti](Cl)(Cl)Cl.N1C=CC=CC=1>[CH3:17][O:16][C:7](=[O:15])[C:8]1[CH:14]=[CH:13][CH:12]=[CH:11][C:9]=1[NH:10][C:26]1[CH:25]=[C:24]([C:29]([CH3:30])([CH3:31])[CH3:32])[C:23]([OH:33])=[C:22]([C:19]([CH3:21])([CH3:20])[CH3:18])[CH:27]=1 |f:6.7|. Procedure: Titanium tetrachloride (28.8 mL, 1.0 M in CH2Cl2) is added dropwise to a stirred solution of pyridine (12.0 mL) in CH2Cl2 (100 mL) at 0° C. The resulting suspension is added to a solution of methyl anthranilate (6.8 g, 45.4 mmol) and 2,6-bis(1,1-dimethylethyl)-p-benzoquinone (10.0 g, 45.4 mol) in dry THF (200 mL). The reaction mixture is warmed to reflux under an argon atmosphere for four hours. At this time, another TiCl4 /pyridine suspension (prepared as above) is added. The reaction mixture i...